This data is from the Open Reaction Database (ORD), a public repository of structured organic reaction records. The task is: describe an organic reaction: reactants, conditions, products, and yield The reactants are [C-]#N.[K+] (Potassium cyanide), C(C1=CC=NC=C1)(=O)OC (methyl isonicotinate), NO (hydroxylamine), O (water). Solvent: O1CCCC1 (tetrahydrofuran), CO (methanol). Reaction conditions: time 18 hour. The product is ONC(C1=CC=NC=C1)=O (N-hydroxy isonicotinamide). As a reaction SMILES: [C-]#N.[K+].[C:4]([O:12]C)(=O)[C:5]1[CH:10]=[CH:9][N:8]=[CH:7][CH:6]=1.[NH2:14][OH:15].O>O1CCCC1.CO>[OH:15][NH:14][C:4](=[O:12])[C:5]1[CH:10]=[CH:9][N:8]=[CH:7][CH:6]=1 |f:0.1|. Reported procedure: Positively charged bi-functional precursor molecules for self-assembly. Potassium cyanide (50 mg) was added to a solution of methyl isonicotinate (1.17 g, 0.01 mole) and 50% hydroxylamine in water (1.3 g, 0.02 mole) in 10 mL tetrahydrofuran and 5 mL methanol. After stirring the mixture at room temperature for 18 hours, the precipitate was filtered and washed with diethyl ether and dried to give analytically pure N-hydroxy isonicotinamide. The latter was added to 5% methyl iodide in methanol and ...